This data is from the Open Reaction Database (ORD), a public repository of structured organic reaction records. The task is: describe an organic reaction: reactants, conditions, products, and yield Starting materials: C1(CC1)N(CC1=C(C=C(C=C1)C#C)C)CC (cyclopropyl-ethyl-(4-ethynyl-2-methyl-benzyl)-amine), C1(CC1)N(CC1=C(C=C(C=C1)C#C)C)CC (cyclopropyl-ethyl-(4-ethynyl-2-methyl-benzyl)-amine), COC(CC1=CC=C(C=C1)I)=O (4-iodo Phenyl Acetic Acid methyl ester), COC(CC1=CC=C(C=C1)I)=O (4-iodo Phenyl Acetic Acid methyl ester). The reagents and catalysts are [Cu]I (copper(I)iodide), Cl[Pd]([P](C1=CC=CC=C1)(C2=CC=CC=C2)C3=CC=CC=C3)([P](C4=CC=CC=C4)(C5=CC=CC=C5)C6=CC=CC=C6)Cl (Dichlorobis(triphenylphosphine)palladium(II)). Run in C(C)N(CC)CC (triethylamine). Conditions: time 8 hour. Yields the product EtOAc-hexanes, C1(CC1)N(CC)CC1=C(C=C(C=C1)C#CC1=CC=C(C=C1)CC(=O)OC)C (Methyl (4-{4-[(cyclopropyl-ethyl-amino)-methyl]-3-methyl-phenylethynyl}-phenyl)-acetate). Isolated yield 53.0%. RXN SMILES: [CH:1]1([N:4]([CH2:15][CH3:16])[CH2:5][C:6]2[CH:11]=[CH:10][C:9]([C:12]#[CH:13])=[CH:8][C:7]=2[CH3:14])[CH2:3][CH2:2]1.[CH3:17][O:18][C:19](=[O:28])[CH2:20][C:21]1[CH:26]=[CH:25][C:24](I)=[CH:23][CH:22]=1>C(N(CC)CC)C.[Cu]I.Cl[Pd](Cl)([P](C1C=CC=CC=1)(C1C=CC=CC=1)C1C=CC=CC=1)[P](C1C=CC=CC=1)(C1C=CC=CC=1)C1C=CC=CC=1>[CH:1]1([N:4]([CH2:5][C:6]2[CH:11]=[CH:10][C:9]([C:12]#[C:13][C:24]3[CH:25]=[CH:26][C:21]([CH2:20][C:19]([O:18][CH3:17])=[O:28])=[CH:22][CH:23]=3)=[CH:8][C:7]=2[CH3:14])[CH2:15][CH3:16])[CH2:3][CH2:2]1 |^1:40,59|. Reported procedure: Using General Procedure F; cyclopropyl-ethyl-(4-ethynyl-2-methyl-benzyl)-amine (Intermediate 161, 300.0 mg, 1.41 mmols) and methyl-(4-iodophenyl)-acetate (Reagent B, 388.0 mg, 1.41 mmols) in triethylamine (8 mL) was treated with copper(I)iodide (67.0 mg, 0.35 mmol) and sparged with argon for 15 minutes. Dichlorobis(triphenylphosphine)palladium(II) (246 mg, 0.35 mmol) was added and the reaction mixture was stirred overnight at room temperature. Column chromatography (5-7% EtOAc-hexanes) afforded ... Starting materials: C1(CCCC1)OC=1C=C(C=O)C=CC1OC (3-cyclopentyloxy-4-methoxybenzaldehyde), NC1=NNC=C1C(=O)O (3-amino-4-pyrazolecarboxylic acid), C(#N)[BH3-].[Na+] (sodium cyanoborohydride). Yields the product C1(CCCC1)OC=1C=C(CNC2=NNC=C2C(=O)O)C=CC1OC (3-(3-cyclopentyloxy-4-methoxybenzyl-amino)-4-pyrazolecarboxylic acid). Isolated yield 48.0%. Reaction SMILES: [CH:1]1([O:6][C:7]2[CH:8]=[C:9]([CH:12]=[CH:13][C:14]=2[O:15][CH3:16])[CH:10]=O)[CH2:5][CH2:4][CH2:3][CH2:2]1.[NH2:17][C:18]1[C:22]([C:23]([OH:25])=[O:24])=[CH:21][NH:20][N:19]=1.C([BH3-])#N.[Na+]>>[CH:1]1([O:6][C:7]2[CH:8]=[C:9]([CH:12]=[CH:13][C:14]=2[O:15][CH3:16])[CH2:10][NH:17][C:18]2[C:22]([C:23]([OH:25])=[O:24])=[CH:21][NH:20][N:19]=2)[CH2:5][CH2:4][CH2:3][CH2:2]1 |f:2.3|. Reported procedure: The condensation of 3-cyclopentyloxy-4-methoxybenzaldehyde with 3-amino-4-pyrazolecarboxylic acid in the presence of sodium cyanoborohydride produces 3-(3-cyclopentyloxy-4-methoxybenzyl-amino)-4-pyrazolecarboxylic acid in 48% yield. Treatment with excess borane-tetrahydrofuran complex in tetrahydrofuran solution gives 3-(3-cyclopentyloxy-4-methoxybenzylamino)-4-hydroxymethylpyrazole (Example 1) in 40% yield. Starting materials: C(C)C=1OC(=C(N1)C)C(=O)NC1=CC=C(C=C1)C1=CC=C(C=C1)C12COC(CC1)(CC2)CC(=O)[O-] (2-(4-(4′-(2-ethyl-4-methyloxazole-5-carboxamido)-[1,1′-biphenyl]-4-yl)-2-oxabicyclo[2.2.2]octan-1-yl)acetate), [Li+].[OH-] (LiOH), Cl (HCl). Run in O (H2O), C1CCOC1 (THF). Conditions: time 8 hour. Product: C(C)C=1OC(=C(N1)C)C(=O)NC1=CC=C(C=C1)C1=CC=C(C=C1)C12COC(CC1)(CC2)CC(=O)O (2-(4-(4′-(2-ethyl-4-methyloxazole-5-carboxamido)-[1,1′-biphenyl]-4-yl)-2-oxabicyclo[2.2.2]octan-1-yl)acetic acid). Isolated yield 87.0%. Reaction SMILES: [CH2:1]([C:3]1[O:4][C:5]([C:9]([NH:11][C:12]2[CH:17]=[CH:16][C:15]([C:18]3[CH:23]=[CH:22][C:21]([C:24]45[CH2:31][CH2:30][C:27]([CH2:32][C:33]([O-:35])=[O:34])([CH2:28][CH2:29]4)[O:26][CH2:25]5)=[CH:20][CH:19]=3)=[CH:14][CH:13]=2)=[O:10])=[C:6]([CH3:8])[N:7]=1)[CH3:2].[Li+].[OH-].Cl>C1COCC1.O>[CH2:1]([C:3]1[O:4][C:5]([C:9]([NH:11][C:12]2[CH:13]=[CH:14][C:15]([C:18]3[CH:23]=[CH:22][C:21]([C:24]45[CH2:29][CH2:28][C:27]([CH2:32][C:33]([OH:35])=[O:34])([CH2:30][CH2:31]4)[O:26][CH2:25]5)=[CH:20][CH:19]=3)=[CH:16][CH:17]=2)=[O:10])=[C:6]([CH3:8])[N:7]=1)[CH3:2] |f:1.2|. Procedure details: To a solution of 2-(4-(4′-(2-ethyl-4-methyloxazole-5-carboxamido)-[1,1′-biphenyl]-4-yl)-2-oxabicyclo[2.2.2]octan-1-yl)acetate (159 mg, 0.325 mmol) in THF (3 ml) at room temperature was added 1N LiOH (0.391 ml, 0.391 mmol). The mixture was stirred at room temperature overnight. The mixture was quenched with 1N HCl (0.391 ml, 0.391 mmol) and diluted with H2O. The THF was removed in vacuo to afford off-white slurry. The slurry was stirred for 15 min then filtered. The filter cake was washed with H2... Reactants: [Al+3], Cc1cc(Cc2ccccc2O)c(O)c(C(C)(C)C)c1, [Cl-], [Cl-], [Cl-], c1ccccc1. Product: Cc1ccc(O)c(Cc2ccccc2O)c1. As a reaction SMILES: [Al+3:22].[C:1]([CH3:2])([CH3:3])([CH3:4])[c:5]1[c:6]([OH:20])[c:7]([CH2:12][c:13]2[c:14]([OH:19])[cH:15][cH:16][cH:17][cH:18]2)[cH:8][c:9]([CH3:11])[cH:10]1.[Cl-:21].[Cl-:23].[Cl-:24].[cH:25]1[cH:26][cH:27][cH:28][cH:29][cH:30]1>>[cH:5]1[c:6]([OH:20])[c:7]([CH2:12][c:13]2[c:14]([OH:19])[cH:15][cH:16][cH:17][cH:18]2)[cH:8][c:9]([CH3:11])[cH:10]1. The reactants are CC(=O)O, CCOC(C)=O, Cl, C[Si](C)(C)OC1(C#N)CCOc2cc(F)ccc21, O. The product is O=C(O)C1CCOc2cc(F)ccc21. Reaction SMILES: [CH3:19][C:20]([OH:21])=[O:22].[CH3:25][CH2:26][O:27][C:28](=[O:29])[CH3:30].[ClH:23].[F:1][c:2]1[cH:3][cH:4][c:5]2[c:10]([cH:11]1)[O:9][CH2:8][CH2:7][C:6]2([O:12][Si:13]([CH3:14])([CH3:15])[CH3:16])[C:17]#[N:18].[OH2:24]>>[F:1][c:2]1[cH:3][cH:4][c:5]2[c:10]([cH:11]1)[O:9][CH2:8][CH2:7][CH:19]2[C:20]([OH:21])=[O:22].